The task is: describe an organic reaction: reactants, conditions, products, and yield. This data is from the Open Reaction Database (ORD), a public repository of structured organic reaction records. Starting materials: C(C1=CC=CC=C1)(=O)Cl (benzoyl chloride), C1=CC=CC2=C1CNC1=C(O2)C=CC(=C1)C(=O)OCC (ethyl 10,11-dihydrodibenz[b,f][1,4]oxazepine-8-carboxylate). The solvent is C(Cl)(Cl)Cl (chloroform), N1=CC=CC=C1 (pyridine), C(Cl)(Cl)Cl (chloroform). Yields the product C(C1=CC=CC=C1)(=O)N1C2=C(OC3=C(C1)C=CC=C3)C=CC(=C2)C(=O)OCC (ethyl N-benzoyl-10,11-dihydrodibenz[b,f][1,4]oxazepine-8-carboxylate). Yield: 75.0%. Reaction SMILES: [CH:1]1[C:6]2[CH2:7][NH:8][C:9]3[CH:15]=[C:14]([C:16]([O:18][CH2:19][CH3:20])=[O:17])[CH:13]=[CH:12][C:10]=3[O:11][C:5]=2[CH:4]=[CH:3][CH:2]=1.[C:21](Cl)(=[O:28])[C:22]1[CH:27]=[CH:26][CH:25]=[CH:24][CH:23]=1>N1C=CC=CC=1.C(Cl)(Cl)Cl>[C:21]([N:8]1[CH2:7][C:6]2[CH:1]=[CH:2][CH:3]=[CH:4][C:5]=2[O:11][C:10]2[CH:12]=[CH:13][C:14]([C:16]([O:18][CH2:19][CH3:20])=[O:17])=[CH:15][C:9]1=2)(=[O:28])[C:22]1[CH:27]=[CH:26][CH:25]=[CH:24][CH:23]=1. Reported procedure: To a solution of ethyl 10,11-dihydrodibenz[b,f][1,4]oxazepine-8-carboxylate (1.35 g) in a mixture of pyridine (2.5 ml) and chloroform (5 ml) was added dropwise a solution of benzoyl chloride (0.7 g) in chloroform (5 ml) over 15 minutes while stirring under ice cooling. The resulting mixture was stirred at room temperature for 3 hours, washed with a diluted sodium hydroxide aqueous solution and with water, dried over anhydrous sodium sulfate and distilled under reduced pressure to remove chlorofo... Starting materials: N1(C=NC=C1)S(=O)(=O)N1CCCCC1 (1-(Imidazole-1-sulfonyl)-piperidine), O(S(=O)(=O)C(F)(F)F)C (methyl triflate). Run in C(Cl)Cl (CH2Cl2). Run at time 3 hour. Yields the product [O-]S(=O)(=O)C(F)(F)F.C[N+]1=CN(C=C1)S(=O)(=O)N1CCCCC1 (1-Methyl-3-(piperidine-1-sulfonyl)-3H-imidazol-1-ium triflate salt). Reaction SMILES: [N:1]1([S:6]([N:9]2[CH2:14][CH2:13][CH2:12][CH2:11][CH2:10]2)(=[O:8])=[O:7])[CH:5]=[CH:4][N:3]=[CH:2]1.[O:15](C)[S:16]([C:19]([F:22])([F:21])[F:20])(=[O:18])=[O:17]>C(Cl)Cl>[O-:18][S:16]([C:19]([F:22])([F:21])[F:20])(=[O:17])=[O:15].[CH3:19][N+:3]1[CH:4]=[CH:5][N:1]([S:6]([N:9]2[CH2:14][CH2:13][CH2:12][CH2:11][CH2:10]2)(=[O:8])=[O:7])[CH:2]=1 |f:3.4|. Procedure: To a solution of compound 1-H (79.6 mg, 0.37 mmol) in CH2Cl2 (2 mL), cooled to 0° C., was added methyl triflate (46 μL, 0.407 mmol). The reaction mixture was allowed to warm to ambient temperature and stirred for 3 hours. The solvent was evaporated under reduced pressure to afford compound 1-I as a white solid. MS (method 2): m/z 229.9 (MH+). Reactants: N1=C(C=CC=C1)NCCCOC=1C=CC2=C(CC3=C(C(C2)CC(=O)OCC)C=CC=C3)C1 (ethyl (±)-10,11-dihydro-3-[3-(2-pyridylamino)-1-propyloxy]-5H-dibenzo[a,d]cycloheptene-10-acetate), [OH-].[Na+] (NaOH). Solvent: CCO (EtOH). Yields the product N1=C(C=CC=C1)NCCCOC=1C=CC2=C(CC3=C(C(C2)CC(=O)O)C=CC=C3)C1 ((±)-10,11-dihydro-3-[3-(2-pyridylamino)-1-propyloxy]-5H-dibenzo[a,d]cycloheptene-10-acetic acid). Reaction SMILES: [N:1]1[CH:6]=[CH:5][CH:4]=[CH:3][C:2]=1[NH:7][CH2:8][CH2:9][CH2:10][O:11][C:12]1[CH:13]=[CH:14][C:15]2[CH2:21][CH:20]([CH2:22][C:23]([O:25]CC)=[O:24])[C:19]3[CH:28]=[CH:29][CH:30]=[CH:31][C:18]=3[CH2:17][C:16]=2[CH:32]=1.[OH-].[Na+]>CCO>[N:1]1[CH:6]=[CH:5][CH:4]=[CH:3][C:2]=1[NH:7][CH2:8][CH2:9][CH2:10][O:11][C:12]1[CH:13]=[CH:14][C:15]2[CH2:21][CH:20]([CH2:22][C:23]([OH:25])=[O:24])[C:19]3[CH:28]=[CH:29][CH:30]=[CH:31][C:18]=3[CH2:17][C:16]=2[CH:32]=1 |f:1.2|. Procedure: A mixture of ethyl (±)-10,11-dihydro-3-[3-(2-pyridylamino)-1-propyloxy]-5H-dibenzo[a,d]cycloheptene-10-acetate (1 mmole) and 1.0 N NaOH (1.2 mmole) in absolute EtOH (10 mL) is warmed in an oil bath set at 50° C. When the reaction is complete, the solvents are removed on the rotavap and the residue is purified by ODS chromatography. Concentration and lyophilization afford the title compound. Reactants: C(C)(=O)N1C=CC2=CC(=CC=C12)CC(=O)OC (1-acetyl-1H-indole-5-acetic acid, methyl ester), [OH-].[NH4+] (ammonium hydroxide), C(C)(=O)OCC (ethyl acetate). Run in CO (methanol). The product is N1C=CC2=CC(=CC=C12)CC(=O)N (1H-Indole-5-acetamide). Reaction SMILES: C([N:4]1[C:12]2[C:7](=[CH:8][C:9]([CH2:13][C:14]([O:16]C)=O)=[CH:10][CH:11]=2)[CH:6]=[CH:5]1)(=O)C.C(OCC)(=O)C.[OH-].[NH4+:25]>CO>[NH:4]1[C:12]2[C:7](=[CH:8][C:9]([CH2:13][C:14]([NH2:25])=[O:16])=[CH:10][CH:11]=2)[CH:6]=[CH:5]1 |f:2.3|. Procedure: A solution of 1-acetyl-1H-indole-5-acetic acid, methyl ester (1.46 g) in methanol (10 ml) and conc. ammonium hydroxide (20 ml) was stirred at ambient temperature for 48 h. The resulting solution was poured into ethyl acetate (100 ml). The layers were separated and the aqueous layer was washed with ethyl acetate (3×50 ml) and chloroform (3×50 ml). The organic layers were dried (MgSO4) and the solvent was evaporated to give a solid (0.72 g). Crystallisation from ethyl acetate gave the title compou...